This data is from the Open Reaction Database (ORD), a public repository of structured organic reaction records. The task is: describe an organic reaction: reactants, conditions, products, and yield Reactants: C(C)(C)(C)OC(NC(C(F)F)(CO)C1=CC(=CC=C1)Br)=O ([1-(3-Bromo-phenyl)-2,2-difluoro-1-hydroxymethyl-ethyl]-carbamic acid tert-butyl ester), Cl (HCl). Solvent: O1CCOCC1 (dioxane). Run at time 45 minute. Product: Cl.NC(CO)(C(F)F)C1=CC(=CC=C1)Br (2-Amino-2-(3-bromo-phenyl)-3,3-difluoro-propan-1-ol hydrochloride). RXN SMILES: C(OC(=O)[NH:7][C:8]([C:14]1[CH:19]=[CH:18][CH:17]=[C:16]([Br:20])[CH:15]=1)([CH2:12][OH:13])[CH:9]([F:11])[F:10])(C)(C)C.[ClH:22]>O1CCOCC1>[ClH:22].[NH2:7][C:8]([C:14]1[CH:19]=[CH:18][CH:17]=[C:16]([Br:20])[CH:15]=1)([CH:9]([F:10])[F:11])[CH2:12][OH:13] |f:3.4|. Reported procedure: [1-(3-Bromo-phenyl)-2,2-difluoro-1-hydroxymethyl-ethyl]-carbamic acid tert-butyl ester (8.408 g, 22.96 mmol) was dissolved in 105 ml 4 N HCl in dioxane. The reaction was stirred for 45 min. After completion volatiles were removed under reduced pressure to yield a white solid. 1H-NMR (360 MHz, DMSO-d6): 9.30 (br, 3H, NH3+), 7.85 (s, 1H), 7.70 (d, 1H), 7.60 (d, 1H), 7.49 (t, 1H), 6.63 (t, 1H, CHF2), 6.03 (br, 1H), 4.05 (m, 2H); MS: 266 [(M+H)+]. The reactants are [Ca] (calcium), P(=O)([O-])([O-])[O-] (phosphate), [OH-].[Na+] (NaOH). Product: P(=O)([O-])([O-])[O-].[Ca+2].P(=O)([O-])([O-])[O-].[Ca+2].[Ca+2] (Calcium Phosphate). As a reaction SMILES: [Ca:1].[P:2]([O-:6])([O-:5])([O-:4])=[O:3].[OH-].[Na+]>>[P:2]([O-:6])([O-:5])([O-:4])=[O:3].[Ca+2:1].[P:2]([O-:6])([O-:5])([O-:4])=[O:3].[Ca+2:1].[Ca+2:1] |f:2.3,4.5.6.7.8|. Procedure: The calcium solution was added rapidly with stirring to the phosphate solution. All solutions were adjusted to pH 10 with concentrated NaOH prior to mixing. The initial solid phase formed immediately on mixing was filtered, washed (with distilled water+NaOH, pH 10), and then freeze-dried.